Dataset: the Open Reaction Database (ORD), a public repository of structured organic reaction records. Task: describe an organic reaction: reactants, conditions, products, and yield The reactants are BrC=1C=C(C(N(C1)C)=O)NC=1C=C2CCN(CC2=CC1)C1COC1 (5-Bromo-1-methyl-3-(2-(oxetan-3-yl)-1,2,3,4-tetrahydroisoquinolin-6-ylamino)pyridin-2(1H)-one), C(C)(=O)OCC1=C(C=C(C=C1N1C(C=2N(C=3CCCCC3C2)CC1)=O)F)B1OC(C(O1)(C)C)(C)C (2-(4,4,5,5-Tetramethyl-[1,3,2]dioxaborolan-2-yl)-4-fluoro-6-(1-oxo-3,4,6,7,8,9-hexahydropyrazino[1,2-a]indol-2(1H)-yl)benzyl Acetate), P(=O)([O-])([O-])[O-].[K+].[K+].[K+] (potassium phosphate), C(C)(=O)[O-].[Na+] (sodium acetate). The reagents and catalysts are ClCCl.[Pd](Cl)Cl.C1(=CC=CC=C1)P([C-]1C=CC=C1)C1=CC=CC=C1.[C-]1(C=CC=C1)P(C1=CC=CC=C1)C1=CC=CC=C1.[Fe+2] (1,1′-bis(diphenylphosphino)ferrocene-palladium(II)dichloride dichloromethane). Run in O (water), C(C)#N (acetonitrile). Reaction conditions: temperature 110 celsius. The product is C(C)(=O)OCC1=C(C=C(C=C1N1C(C=2N(C=3CCCCC3C2)CC1)=O)F)C1=CN(C(C(=C1)NC=1C=C2CCN(CC2=CC1)C1COC1)=O)C (4-Fluoro-2-(1-methyl-5-(2-(oxetan-3-yl)-1,2,3,4-tetrahydroisoquinolin-6-ylamino)-6-oxo-1,6-dihydropyridin-3-yl)-6-(1-oxo-3,4,6,7,8,9-hexahydropyrazino[1,2-a]indol-2(1H)-yl)benzyl Acetate). Yield: 45.1%. As a reaction SMILES: Br[C:2]1[CH:3]=[C:4]([NH:10][C:11]2[CH:12]=[C:13]3[C:18](=[CH:19][CH:20]=2)[CH2:17][N:16]([CH:21]2[CH2:24][O:23][CH2:22]2)[CH2:15][CH2:14]3)[C:5](=[O:9])[N:6]([CH3:8])[CH:7]=1.[C:25]([O:28][CH2:29][C:30]1[C:35]([N:36]2[CH2:48][CH2:47][N:39]3[C:40]4[CH2:41][CH2:42][CH2:43][CH2:44][C:45]=4[CH:46]=[C:38]3[C:37]2=[O:49])=[CH:34][C:33]([F:50])=[CH:32][C:31]=1B1OC(C)(C)C(C)(C)O1)(=[O:27])[CH3:26].P([O-])([O-])([O-])=O.[K+].[K+].[K+].C([O-])(=O)C.[Na+]>ClCCl.[Pd](Cl)Cl.C1(P(C2C=CC=CC=2)[C-]2C=CC=C2)C=CC=CC=1.[C-]1(P(C2C=CC=CC=2)C2C=CC=CC=2)C=CC=C1.[Fe+2].O.C(#N)C>[C:25]([O:28][CH2:29][C:30]1[C:35]([N:36]2[CH2:48][CH2:47][N:39]3[C:40]4[CH2:41][CH2:42][CH2:43][CH2:44][C:45]=4[CH:46]=[C:38]3[C:37]2=[O:49])=[CH:34][C:33]([F:50])=[CH:32][C:31]=1[C:2]1[CH:3]=[C:4]([NH:10][C:11]2[CH:12]=[C:13]3[C:18](=[CH:19][CH:20]=2)[CH2:17][N:16]([CH:21]2[CH2:24][O:23][CH2:22]2)[CH2:15][CH2:14]3)[C:5](=[O:9])[N:6]([CH3:8])[CH:7]=1)(=[O:27])[CH3:26] |f:2.3.4.5,6.7,8.9.10.11.12|. Procedure: A 15 mL microwave reaction vial with a magnetic stirrer was charged with 258c (0.39 g, 1 mmol), 4-fluoro-2-(1-oxo-3,4,6,7,8,9-hexahydropyrazino[1,2-a]indol-2(1H)-yl)-6-(4,4,5,5-tetramethyl-1,3,2-dioxaborolan-2-yl)benzyl acetate 210d (0.48 g, 1 mmol), potassium phosphate (0.54 g, 2 mmol), sodium acetate (0.17 g, 2 mmol), acetonitrile (10 mL), water (1 mL), and 1,1′-bis(diphenylphosphino)ferrocene-palladium(II)dichloride dichloromethane (0.08 g, 0.1 mmol). The reaction mixture was heated at 110° C...